Dataset: the Open Reaction Database (ORD), a public repository of structured organic reaction records. Task: describe an organic reaction: reactants, conditions, products, and yield The reactants are CCCCO, CCOC(C)=O, CCN(C(C)C)C(C)C, CC(C)Oc1cc(Nc2nc(Cl)ncc2[N+](=O)[O-])n[nH]1, Cl, CC(N)c1ccc(F)cn1. Product: CC(C)Oc1cc(Nc2nc(NC(C)c3ccc(F)cn3)ncc2[N+](=O)[O-])n[nH]1. RXN SMILES: [CH2:41]([OH:42])[CH2:43][CH2:44][CH3:45].[CH3:46][CH2:47][O:48][C:49](=[O:50])[CH3:51].[CH:32]([N:33]([CH:34]([CH3:35])[CH3:36])[CH2:37][CH3:38])([CH3:39])[CH3:40].[Cl:1][c:2]1[n:3][cH:4][c:5]([N+:18](=[O:19])[O-:20])[c:6]([NH:8][c:9]2[n:10][nH:11][c:12]([O:14][CH:15]([CH3:16])[CH3:17])[cH:13]2)[n:7]1.[ClH:21].[F:22][c:23]1[cH:24][cH:25][c:26]([CH:29]([CH3:30])[NH2:31])[n:27][cH:28]1>>[c:2]1([NH:31][CH:29]([c:26]2[cH:25][cH:24][c:23]([F:22])[cH:28][n:27]2)[CH3:30])[n:3][cH:4][c:5]([N+:18](=[O:19])[O-:20])[c:6]([NH:8][c:9]2[n:10][nH:11][c:12]([O:14][CH:15]([CH3:16])[CH3:17])[cH:13]2)[n:7]1. Starting materials: BrC=1C=C(C=NC1Cl)C(=O)O (5-bromo-6-chloro-3-pyridinecarboxylic acid), N[C@H]1[C@@H](CCCC1)O ((1R,2R)-2-amino-cyclohexanol), C(C)OCCO (2-ethoxyethanol), ClC1=CC=C(C=C1)B(O)O (4-chlorophenyl-boronic acid). The product is ClC1=CC=C(C=C1)C=1C(=NC=C(C(=O)N[C@H]2[C@@H](CCCC2)O)C1)OCCOCC (5-(4-Chloro-phenyl)-6-(2-ethoxy-ethoxy)-N-((1R,2R)-2-hydroxy-cyclohexyl)-nicotinamide). RXN SMILES: Br[C:2]1[CH:3]=[C:4]([C:9]([OH:11])=O)[CH:5]=[N:6][C:7]=1Cl.[CH2:12]([O:14][CH2:15][CH2:16][OH:17])[CH3:13].[Cl:18][C:19]1[CH:24]=[CH:23][C:22](B(O)O)=[CH:21][CH:20]=1.[NH2:28][C@@H:29]1[CH2:34][CH2:33][CH2:32][CH2:31][C@H:30]1[OH:35]>>[Cl:18][C:19]1[CH:24]=[CH:23][C:22]([C:2]2[C:7]([O:17][CH2:16][CH2:15][O:14][CH2:12][CH3:13])=[N:6][CH:5]=[C:4]([CH:3]=2)[C:9]([NH:28][C@@H:29]2[CH2:34][CH2:33][CH2:32][CH2:31][C@H:30]2[OH:35])=[O:11])=[CH:21][CH:20]=1. Reported procedure: The title compound was synthesized in analogy to the procedure described for the preparation of Example 31, using 5-bromo-6-chloro-3-pyridinecarboxylic acid, 2-ethoxyethanol (commercially available), 4-chlorophenyl-boronic acid (commercially available), and (1R,2R)-2-amino-cyclohexanol (commercially available) as starting materials. MS (ISP): 419.3 (M+H+). Starting materials: [Al+3], CCO, Fc1ccc2c(c1)C(Cl)Cc1c(Cl)cccc1S2, [H-], [H-], [H-], [H-], [Li+], C1CCOC1, O. The product is Fc1ccc2c(c1)CCc1c(Cl)cccc1S2. As a reaction SMILES: [Al+3:2].[CH3:25][CH2:26][OH:27].[Cl:7][c:8]1[cH:9][cH:10][cH:11][c:12]2[c:13]1[CH2:14][CH:15]([Cl:24])[c:16]1[c:17]([cH:19][cH:20][c:21]([F:23])[cH:22]1)[S:18]2.[H-:1].[H-:4].[H-:5].[H-:6].[Li+:3].[O:29]1[CH2:30][CH2:31][CH2:32][CH2:33]1.[OH2:28]>>[Cl:7][c:8]1[cH:9][cH:10][cH:11][c:12]2[c:13]1[CH2:14][CH2:15][c:16]1[c:17]([cH:19][cH:20][c:21]([F:23])[cH:22]1)[S:18]2. Reactants: C(C)(C)(C)C1=C(O)C=CC(=C1)O (2-t-butylhydroquinone), C(C)OC(=O)C(C)(CC=C(C)C)P(OCC)(=O)OCC (diethyl 2-ethoxycarbonyl-5-methyl-hex-4-ene-2-phosphonate), CCOCC (ether). The product is C(C)(C)(C)C1=CC(=C(C=C1O)C(CCC(C)(P(OCC)(=O)OCC)C(=O)OCC)(C)C)O (diethyl 5-(4'-t-butyl-2',5'-dihydroxyphenyl)-2-ethoxycarbonyl-5-methyl-hexane-2-phosphonate). Reaction SMILES: [C:1]([C:5]1[CH:11]=[C:10]([OH:12])C=[CH:8][C:6]=1[OH:7])([CH3:4])([CH3:3])[CH3:2].[CH2:13]([O:15][C:16]([C:18]([P:25]([O:30][CH2:31][CH3:32])(=[O:29])[O:26][CH2:27][CH3:28])([CH2:20][CH:21]=[C:22]([CH3:24])[CH3:23])[CH3:19])=[O:17])[CH3:14].[CH3:33]COCC>>[C:1]([C:5]1[C:6]([OH:7])=[CH:8][C:23]([C:22]([CH3:33])([CH3:24])[CH2:21][CH2:20][C:18]([C:16]([O:15][CH2:13][CH3:14])=[O:17])([P:25]([O:26][CH2:27][CH3:28])(=[O:29])[O:30][CH2:31][CH3:32])[CH3:19])=[C:10]([OH:12])[CH:11]=1)([CH3:4])([CH3:2])[CH3:3]. Procedure details: 41.4 Parts of 2-t-butylhydroquinone, 15.3 parts of diethyl 2-ethoxycarbonyl-5-methyl-hex-4-ene-2-phosphonate, and 5.0 parts of Fulmont® 237 are stirred at 130° C. for 24 hours. The cooled reaction is diluted with ether, washed with 10% sodium hydroxide solution and then with water. After stripping off the ether, the residual oil is distilled and gives a fraction b0.4 89°-156° C. and a residue. This residue is chromatographed on a column established from 150 parts silica, and an initial solvent m...